From a dataset of the Open Reaction Database (ORD), a public repository of structured organic reaction records. describe an organic reaction: reactants, conditions, products, and yield Starting materials: FC1=CC=C(N)C=C1 (4-fluoroaniline), CC(=O)C (acetone), C(C)(=O)O (acetic acid), C(C)(=O)O[BH-](OC(C)=O)OC(C)=O.[Na+] (sodium triacetoxyborohydride). The solvent is C1CCOC1 (THF). Reaction conditions: time 15 hour. Product: FC1=CC=C(C=C1)NC(C)C ((4-Fluoro-phenyl)-isopropyl amine). Isolated yield 54.0%. RXN SMILES: [F:1][C:2]1[CH:8]=[CH:7][C:5]([NH2:6])=[CH:4][CH:3]=1.[CH3:9][C:10]([CH3:12])=O.C(O)(=O)C.C(O[BH-](OC(=O)C)OC(=O)C)(=O)C.[Na+]>C1COCC1>[F:1][C:2]1[CH:8]=[CH:7][C:5]([NH:6][CH:10]([CH3:12])[CH3:9])=[CH:4][CH:3]=1 |f:3.4|. Procedure: To a stirring solution of 17 mL (180 mmol) of 4-fluoroaniline in 550 mL of THF at RT is added 26.7 mL (180 mmol, 1.0 equiv) of acetone, 10.3 mL (180 mmol, 1.0 equiv) acetic acid, and 57.22 g (270 mmol, 1.5 equiv) of sodium triacetoxyborohydride. The solution is stirred at RT for 15 h, cooled to 0° C., and then quenched by addition of H2O. The reaction mixture warmed to RT and is poured into EtOAc, the organic layer is separated, washed with brine (1×200 mL), dried (MgSO4) and the solvents remove... Starting materials: ClC=1C=C(C=C(C1O)Cl)C=1N=C2C(=C(C=NC2=CC1)C(CC)=O)NC=1C=CC(=NC1)N1C[C@H](CCC1)NC(OC(C)(C)C)=O ((S)-tert-butyl (1-(5-((6-(3,5-dichloro-4-hydroxyphenyl)-3-propionyl-1,5-naphthyridin-4-yl)amino)pyridin-2-yl)piperidin-3-yl)carbamate), C(=O)(C(F)(F)F)O (TFA), trihydrochloride. Product: Cl.Cl.Cl.N[C@@H]1CN(CCC1)C1=CC=C(C=N1)NC1=C(C=NC2=CC=C(N=C12)C1=CC(=C(C(=C1)Cl)O)Cl)C(CC)=O ((S)-1-(4-{[6-(3-aminopiperidin-1-yl)pyridin-3-yl]amino}-6-(3,5-dichloro-4-hydroxyphenyl)-1,5-naphthyridin-3-yl)propan-1-one trihydrochloride). The yield is 247.4%. RXN SMILES: [Cl:1][C:2]1[CH:3]=[C:4]([C:10]2[N:11]=[C:12]3[C:17](=[CH:18][CH:19]=2)[N:16]=[CH:15][C:14]([C:20](=[O:23])[CH2:21][CH3:22])=[C:13]3[NH:24][C:25]2[CH:26]=[CH:27][C:28]([N:31]3[CH2:36][CH2:35][CH2:34][C@H:33]([NH:37]C(=O)OC(C)(C)C)[CH2:32]3)=[N:29][CH:30]=2)[CH:5]=[C:6]([Cl:9])[C:7]=1[OH:8].C(O)(C(F)(F)F)=O>>[ClH:1].[ClH:1].[ClH:1].[NH2:37][C@H:33]1[CH2:34][CH2:35][CH2:36][N:31]([C:28]2[N:29]=[CH:30][C:25]([NH:24][C:13]3[C:12]4[C:17](=[CH:18][CH:19]=[C:10]([C:4]5[CH:3]=[C:2]([Cl:1])[C:7]([OH:8])=[C:6]([Cl:9])[CH:5]=5)[N:11]=4)[N:16]=[CH:15][C:14]=3[C:20](=[O:23])[CH2:21][CH3:22])=[CH:26][CH:27]=2)[CH2:32]1 |f:2.3.4.5|. Procedure: Following general procedure IV-2, (S)-tert-butyl (1-(5-((6-(3,5-dichloro-4-hydroxyphenyl)-3-propionyl-1,5-naphthyridin-4-yl)amino)pyridin-2-yl)piperidin-3-yl)carbamate (0.195 mmol) was reacted with TFA (2 mL) followed by formation of the trihydrochloride salt to afford the desired product (78 mg, 62% over two steps) as an orange-brown solid: 1H NMR (500 MHz, CD3OD) δ 9.32 (s, 1H), 8.47 (d, J=9.0 Hz, 1H), 8.37 (d, J=9.0 Hz, 1H), 8.20 (d, J=2.5 Hz, 1H), 7.76 (dd, J=9.0, 2.5 Hz, 1H), 7.61 (s, 2H), ... Starting materials: C1CCOC1, [Li]CCCC, COc1ccc(CCC(=O)C2CCCC2)c(OC)c1, CCC(=O)CC(=O)[O-], [H-], [Na+]. Product: COc1ccc(CCC2(C3CCCC3)CC(=O)CC(=O)O2)c(OC)c1. Reaction SMILES: [CH2:35]1[O:36][CH2:37][CH2:38][CH2:39]1.[CH3:11][CH2:12][CH2:13][CH2:14][Li:15].[CH3:16][O:17][c:18]1[c:19]([CH2:26][CH2:27][C:28](=[O:29])[CH:30]2[CH2:31][CH2:32][CH2:33][CH2:34]2)[cH:20][cH:21][c:22]([O:24][CH3:25])[cH:23]1.[CH3:1][CH2:2][C:3]([CH2:4][C:5](=[O:6])[O-:7])=[O:8].[H-:10].[Na+:9]>>[CH2:2]1[C:3](=[O:8])[CH2:4][C:5](=[O:6])[O:29][C:28]1([CH2:27][CH2:26][c:19]1[c:18]([O:17][CH3:16])[cH:23][c:22]([O:24][CH3:25])[cH:21][cH:20]1)[CH:30]1[CH2:31][CH2:32][CH2:33][CH2:34]1.